Dataset: the Open Reaction Database (ORD), a public repository of structured organic reaction records. Task: describe an organic reaction: reactants, conditions, products, and yield Starting materials: O=C(O)c1ccc(Cl)cn1, CC1(c2cc(N)ccc2Cl)N=C(N)OCC1(F)F. Yields the product CC1(c2cc(NC(=O)c3ccc(Cl)cn3)ccc2Cl)N=C(N)OCC1(F)F. As a reaction SMILES: [Cl:19][c:20]1[cH:21][cH:22][c:23]([C:26](=[O:27])[OH:28])[n:24][cH:25]1.[NH2:1][c:2]1[cH:3][cH:4][c:5]([Cl:18])[c:6]([C:8]2([CH3:17])[N:9]=[C:10]([NH2:16])[O:11][CH2:12][C:13]2([F:14])[F:15])[cH:7]1>>[NH:1]([c:2]1[cH:3][cH:4][c:5]([Cl:18])[c:6]([C:8]2([CH3:17])[N:9]=[C:10]([NH2:16])[O:11][CH2:12][C:13]2([F:14])[F:15])[cH:7]1)[C:26]([c:23]1[cH:22][cH:21][c:20]([Cl:19])[cH:25][n:24]1)=[O:27]. The reactants are C=C(C)C=1C=C(C#N)C=C(N1)C(=C)C (2,6-di(prop-1-en-2-yl)isonicotinonitrile), C(#N)C=1C=NC=C(C1)CCC(C)C (3-cyano-5-isopentylpyridine). The product is C(C)(C)C1=NC(=CC(=C1)CN)C(C)C ((2,6-diisopropylpyridin-4-yl)methanamine). As a reaction SMILES: [CH2:1]=[C:2]([C:4]1[CH:5]=[C:6]([CH:9]=[C:10]([C:12]([CH3:14])=[CH2:13])[N:11]=1)[C:7]#[N:8])[CH3:3].C(C1C=NC=C(CCC(C)C)C=1)#N>>[CH:12]([C:10]1[CH:9]=[C:6]([CH2:7][NH2:8])[CH:5]=[C:4]([CH:2]([CH3:3])[CH3:1])[N:11]=1)([CH3:14])[CH3:13]. Procedure: (2,6-diisopropylpyridin-4-yl)methanamine was synthesized from 2,6-di(prop-1-en-2-yl)isonicotinonitrile following the general procedure as described for 3-cyano-5-isopentylpyridine. Reagents/catalysts: CCCCCCCC[N+](C)(CCCCCCCC)CCCCCCCC.[Cl-] (Adogen 464). The yield is 81.8%. Reactants: [OH-].[Na+] (sodium hydroxide), OC1=CC(=CC=2C(CCC(C12)(C)C)(C)C)C (1-hydroxy-3,5,5,8,8-pentamethyl-5,6,7,8-tetrahydronaphthalene), S(=O)(=O)(OC)OC (dimethyl sulfate). Reaction conditions: time 1 hour. Procedure: Methylation. A solution of sodium hydroxide (38 g, 0.95 mol) in water (1 L) was added to a mixture of 1-hydroxy-3,5,5,8,8-pentamethyl-5,6,7,8-tetrahydronaphthalene (109 g, 0.5 mol), dimethyl sulfate (126 g, 1 mol) and Adogen 464* (21.6 g) in methylene dichloride (2 L). The reaction mixture was stirred vigorously at 25°-28° C. for 1 h, after which the organic layer was separated, combined with ammonium hydroxide solution (500 mL, 10%), and stirred vigorously at 20°-25° C. for 0.5 h. The organic l... As a reaction SMILES: [OH-].[Na+].[OH:3][C:4]1[C:13]2[C:12]([CH3:15])([CH3:14])[CH2:11][CH2:10][C:9]([CH3:17])([CH3:16])[C:8]=2[CH:7]=[C:6]([CH3:18])[CH:5]=1.S(OC)(O[CH3:23])(=O)=O>O.CCCCCCCC[N+](CCCCCCCC)(CCCCCCCC)C.[Cl-].C(Cl)Cl>[CH3:23][O:3][C:4]1[C:13]2[C:12]([CH3:14])([CH3:15])[CH2:11][CH2:10][C:9]([CH3:17])([CH3:16])[C:8]=2[CH:7]=[C:6]([CH3:18])[CH:5]=1 |f:0.1,5.6|. Solvent: O (water), C(Cl)Cl (methylene dichloride). Yields the product COC1=CC(=CC=2C(CCC(C12)(C)C)(C)C)C (1-methoxy-3,5,5,8,8-pentamethyl-5,6,7,8-tetrahydronaphthalene). Reactants: BrC=1C=C(C(=C(C=O)C1)O)Cl (5-bromo-3-chloro-2-hydroxybenzaldehyde), ClC=1C=C(C=C2C=C(C(OC12)C(F)(F)F)C(=O)OCC)I (ethyl 8-chloro-6-iodo-2-(trifluoromethyl)-2H-chromene-3-carboxylate). Yields the product BrC=1C=C2C=C(C(OC2=C(C1)Cl)C(F)(F)F)C(=O)OCC (ethyl 6-bromo-8-chloro-2-(trifluoromethyl)-2H-chromene-3-carboxylate). RXN SMILES: [Br:1][C:2]1[CH:3]=[C:4]([Cl:11])[C:5]([OH:10])=[C:6]([CH:9]=1)[CH:7]=O.ClC1C=C(I)C=C2C=1O[CH:20]([C:23]([F:26])([F:25])[F:24])[C:19]([C:27]([O:29][CH2:30][CH3:31])=[O:28])=C2>>[Br:1][C:2]1[CH:9]=[C:6]2[C:5](=[C:4]([Cl:11])[CH:3]=1)[O:10][CH:20]([C:23]([F:24])([F:26])[F:25])[C:19]([C:27]([O:29][CH2:30][CH3:31])=[O:28])=[CH:7]2. Procedure: The ethyl 6-bromo-8-chloro-2-(trifluoromethyl)-2H-chromene-3-carboxylate was prepared from 5-bromo-3-chloro-2-hydroxybenzaldehyde in an analogous manner to step 2, preparation of ethyl 8-chloro-6-iodo-2-(trifluoromethyl)-2H-chromene-3-carboxylate. The reactants are OC1=C(C=CC(=C1)O)C1=NC(=NC(=N1)C1=CC=CC=C1)C1=CC=CC=C1 (2-(2,4-dihydroxyphenyl)-4,6-diphenyl-s-triazine), BrCCO (2-bromoethanol), aqueous solution, [OH-].[Na+] (sodium hydroxide), Cl (hydrochloric acid). Solvent: CN(C=O)C (dimethylformamide). Yields the product OC1=C(C=CC(=C1)OCCO)C1=NC(=NC(=N1)C1=CC=CC=C1)C1=CC=CC=C1 (2-hydroxy-4-(2-hydroxyethyloxy)phenyl-4,6-diphenyl-s-triazine). The yield is 79.9%. Reaction SMILES: [OH:1][C:2]1[CH:7]=[C:6]([OH:8])[CH:5]=[CH:4][C:3]=1[C:9]1[N:14]=[C:13]([C:15]2[CH:20]=[CH:19][CH:18]=[CH:17][CH:16]=2)[N:12]=[C:11]([C:21]2[CH:26]=[CH:25][CH:24]=[CH:23][CH:22]=2)[N:10]=1.Br[CH2:28][CH2:29][OH:30].[OH-].[Na+].Cl>CN(C)C=O>[OH:1][C:2]1[CH:7]=[C:6]([O:8][CH2:28][CH2:29][OH:30])[CH:5]=[CH:4][C:3]=1[C:9]1[N:10]=[C:11]([C:21]2[CH:22]=[CH:23][CH:24]=[CH:25][CH:26]=2)[N:12]=[C:13]([C:15]2[CH:20]=[CH:19][CH:18]=[CH:17][CH:16]=2)[N:14]=1 |f:2.3|. Reported procedure: To 17.0 g (0.05 mol) of the resulting 2-(2,4-dihydroxyphenyl)-4,6-diphenyl-s-triazine were added 94.8 g (0.75 mol) of 2-bromoethanol and 85 g of dimethylformamide, and 29.2 g (0.35 mol) of a 48% aqueous solution of sodium hydroxide was added thereto dropwise at 85° C. The mixture was allowed to react at 85° C. for 10 hours, followed by cooling. The reaction mixture was neutralized with concentrated hydrochloric acid, and the precipitate was collected by filtration, washed with water, and dried t...